The task is: describe an organic reaction: reactants, conditions, products, and yield. This data is from the Open Reaction Database (ORD), a public repository of structured organic reaction records. Reactants: C(CC)NCCC (dipropylamine), CN(C=O)C (dimethylformamide), ClC1=CC=CC2=C1C(N(CC=1N2C=NC1C=1SC=C(N1)CCl)C)=O (7-chloro-3-(4-chloromethyl-thiazol-2-yl)-5-methyl-5,6-dihydro-4H-imidazo-[1,5-a][1,4]benzodiazepin-6-one). Solvent: O1CCCC1 (tetrahydrofuran). The product is ClC1=CC=CC2=C1C(N(CC=1N2C=NC1C=1SC=C(N1)CN(CCC)CCC)C)=O (7-chloro-3-(4-dipropylaminomethyl-thiazol-2-yl)-5-methyl-5,6-dihydro-4H-imidazo[1,5-a][1,4]benzodiazepin-6-one). Isolated yield 44.5%. As a reaction SMILES: [Cl:1][C:2]1[C:7]2[C:8](=[O:24])[N:9]([CH3:23])[CH2:10][C:11]3[N:12]([CH:13]=[N:14][C:15]=3[C:16]3[S:17][CH:18]=[C:19]([CH2:21]Cl)[N:20]=3)[C:6]=2[CH:5]=[CH:4][CH:3]=1.[CH2:25]([NH:28][CH2:29][CH2:30][CH3:31])[CH2:26][CH3:27].CN(C)C=O>O1CCCC1>[Cl:1][C:2]1[C:7]2[C:8](=[O:24])[N:9]([CH3:23])[CH2:10][C:11]3[N:12]([CH:13]=[N:14][C:15]=3[C:16]3[S:17][CH:18]=[C:19]([CH2:21][N:28]([CH2:29][CH2:30][CH3:31])[CH2:25][CH2:26][CH3:27])[N:20]=3)[C:6]=2[CH:5]=[CH:4][CH:3]=1. Procedure details: A suspension of 1.0 g (0.00263 mol) of 7-chloro-3-(4-chloromethyl-thiazol-2-yl)-5-methyl-5,6-dihydro-4H-imidazo-[1,5-a][1,4]benzodiazepin-6-one in 60 ml of tetrahydrofuran was treated with 7.2 ml (0.0527 mol) of dipropylamine and 5 ml of dimethylformamide. After stirring at reflux for 16 hrs. the suspension obtained was filtered and the solution was completely freed from the solvents. The residue was chromatographed over silica gel with ethyl acetate as the eluent and recrystallized from hot iso...